Task: describe an organic reaction: reactants, conditions, products, and yield. Dataset: the Open Reaction Database (ORD), a public repository of structured organic reaction records Starting materials: CN, CO, CC(C)(C)OC(=O)NCC(c1ccccc1)N1C(=O)c2ccccc2C1=O. Yields the product CC(C)(C)OC(=O)NCC(N)c1ccccc1. As a reaction SMILES: [CH3:28][NH2:29].[CH3:30][OH:31].[O:1]=[C:2]1[N:3]([CH:12]([CH2:13][NH:14][C:15]([O:16][C:17]([CH3:18])([CH3:19])[CH3:20])=[O:21])[c:22]2[cH:23][cH:24][cH:25][cH:26][cH:27]2)[C:10](=[O:11])[c:5]2[c:4]1[cH:9][cH:8][cH:7][cH:6]2>>[NH2:3][CH:12]([CH2:13][NH:14][C:15]([O:16][C:17]([CH3:18])([CH3:19])[CH3:20])=[O:21])[c:22]1[cH:23][cH:24][cH:25][cH:26][cH:27]1. Reactants: CC1=C(C(=NO1)C1=CC=CC=C1)C=1N=C2N(C=CC(=C2)C#C[Si](C)(C)C)C1 (2-(5-methyl-3-phenyl-isoxazol-4-yl)-7-trimethylsilanylethynyl-imidazo[1,2-a]pyridine), C([O-])([O-])=O.[K+].[K+] (potassium carbonate). Solvent: CO (methanol), [Cl-].[Na+].O (brine). Run at time 2 hour. Product: C(#C)C1=CC=2N(C=C1)C=C(N2)C=2C(=NOC2C)C2=CC=CC=C2 (7-Ethynyl-2-(5-methyl-3-phenyl-isoxazol-4-yl)-imidazo[1,2-a]pyridine). Isolated yield 80.5%. Reaction SMILES: [CH3:1][C:2]1[O:6][N:5]=[C:4]([C:7]2[CH:12]=[CH:11][CH:10]=[CH:9][CH:8]=2)[C:3]=1[C:13]1[N:14]=[C:15]2[CH:20]=[C:19]([C:21]#[C:22][Si](C)(C)C)[CH:18]=[CH:17][N:16]2[CH:27]=1.C(=O)([O-])[O-].[K+].[K+]>CO.[Cl-].[Na+].O>[C:21]([C:19]1[CH:18]=[CH:17][N:16]2[CH:27]=[C:13]([C:3]3[C:4]([C:7]4[CH:12]=[CH:11][CH:10]=[CH:9][CH:8]=4)=[N:5][O:6][C:2]=3[CH3:1])[N:14]=[C:15]2[CH:20]=1)#[CH:22] |f:1.2.3,5.6.7|. Reported procedure: The mixture was then poured into cold hydrochloric acid (1 M) and extracted with ethyl acetate. The combined organic layers were then washed with water and brine, dried over sodium sulphate and evaporated to leave a yellow oil. Purification by chromatography (SiO2, heptane:ethyl acetate=100:0 to 70:30) afforded 2-(5-methyl-3-phenyl-isoxazol-4-yl)-7-trimethylsilanylethynyl-imidazo[1,2-a]pyridine (86 mg, 82%) which was obtained as a yellow foam. MS: m/e=372.1 [M+H]+. Then 2-(5-methyl-3-phenyl-isox... The reactants are C(C)OC1=CC=C(C=C1)N (4-ethoxybenzenamine), ClCCNCC1=CC=CC=C1 (N-(2-chloroethyl)benzenemethanamine). The product is C(C)OC1=CC=C(C=C1)NCCNCC1=CC=CC=C1 (N-(4-Ethoxyphenyl)-N'-(phenylmethyl)-1,2-ethanediamine). RXN SMILES: [CH2:1]([O:3][C:4]1[CH:9]=[CH:8][C:7]([NH2:10])=[CH:6][CH:5]=1)[CH3:2].Cl[CH2:12][CH2:13][NH:14][CH2:15][C:16]1[CH:21]=[CH:20][CH:19]=[CH:18][CH:17]=1>>[CH2:1]([O:3][C:4]1[CH:9]=[CH:8][C:7]([NH:10][CH2:12][CH2:13][NH:14][CH2:15][C:16]2[CH:21]=[CH:20][CH:19]=[CH:18][CH:17]=2)=[CH:6][CH:5]=1)[CH3:2]. Reported procedure: In a manner similar to Preparation 29, react 4-ethoxybenzenamine with N-(2-chloroethyl)benzenemethanamine to obtain the title compound. The reactants are CC(C)(C)N(C([O-])=O)[C@@H]1[C@@H](CN(CC1)CC1CN2C=3C1=C(C=NC3C=CC2=O)F)O (racemic 1,1-dimethylethyl{(3R,4S)-1-[(3-fluoro-7-oxo-4,5-dihydro-7H-pyrrolo[3,2,1-de]-1,5-naphthyridin-4-yl)methyl]-3-hydroxy-4-piperidinyl}carbamate), solution, Cl (HCl). The solvent is C(C)(=O)O (acetic acid), O1CCOCC1 (1,4-dioxane). Conditions: time 2 hour. Product: N[C@@H]1[C@@H](CN(CC1)CC1CN2C=3C1=C(C=NC3C=CC2=O)F)O (Racemic 4-{[(3R,4S)-4-amino-3-hydroxy-1-piperidinyl]methyl}-3-fluoro-4,5-dihydro-7H-pyrrolo[3,2,1-de]-1,5-naphthyridin-7-one). Isolated yield 87.2%. RXN SMILES: CC([N:5]([C@H:9]1[CH2:14][CH2:13][N:12]([CH2:15][CH:16]2[C:20]3=[C:21]([F:29])[CH:22]=[N:23][C:24]4[CH:25]=[CH:26][C:27](=[O:28])[N:18]([C:19]=43)[CH2:17]2)[CH2:11][C@H:10]1[OH:30])C(=O)[O-])(C)C.Cl>C(O)(=O)C.O1CCOCC1>[NH2:5][C@H:9]1[CH2:14][CH2:13][N:12]([CH2:15][CH:16]2[C:20]3=[C:21]([F:29])[CH:22]=[N:23][C:24]4[CH:25]=[CH:26][C:27](=[O:28])[N:18]([C:19]=43)[CH2:17]2)[CH2:11][C@H:10]1[OH:30]. Procedure: A solution of racemic 1,1-dimethylethyl{(3R,4S)-1-[(3-fluoro-7-oxo-4,5-dihydro-7H-pyrrolo[3,2,1-de]-1,5-naphthyridin-4-yl)methyl]-3-hydroxy-4-piperidinyl}carbamate (200 mg) in acetic acid (6 ml) was treated with a 4M solution of HCl in 1,4-dioxane (2 ml), stirred 2 h at room temperature and evaporated to dryness. A part solution/part suspension of this material in dichloromethane (8.5 ml) and methanol (1.5 ml) was treated with MP-carbonate resin (obtained from Argonaut Technologies) (1.2 g), sti... Reaction SMILES: [Br:1][c:2]1[cH:3][c:4]([CH2:5][c:6]2[n:7][c:8]([CH3:11])[n:9][o:10]2)[cH:12][cH:13][cH:14]1.[C:16]([CH3:17])([CH3:18])([CH3:19])[O:20][C:21]([CH2:22][Zn+:23])=[O:24].[Cl-:15].[O:25]1[CH2:26][CH2:27][O:28][CH2:29][CH2:30]1>>[c:2]1([CH2:22][C:21]([O:20][C:16]([CH3:17])([CH3:18])[CH3:19])=[O:24])[cH:3][c:4]([CH2:5][c:6]2[n:7][c:8]([CH3:11])[n:9][o:10]2)[cH:12][cH:13][cH:14]1. Product: Cc1noc(Cc2cccc(CC(=O)OC(C)(C)C)c2)n1. The reactants are Cc1noc(Cc2cccc(Br)c2)n1, CC(C)(C)OC(=O)C[Zn+], [Cl-], C1COCCO1. Procedure details: Into a 200 milliliter three-necked, round bottom reaction flask was charged 6.76 grams (24.0 mmol) of 4-(2,4-dichlorophenoxy)-3,5-dimethyl aniline and 48 milliliters of benzene. N-chlorosuccinimide (3.85 grams, 28.8 mmol) was then added and the resultant heterogeneous mixture was stirred at room temperature for 1 hour. The reaction mixture was diluted with ethyl acetate, washed (2x) with saturated Na2SO3 solution and dried over Na2SO4. Concentration under reduced pressure afforded the crude prod... Isolated yield 85.5%. Reaction SMILES: [Cl:1][C:2]1[CH:17]=[C:16]([Cl:18])[CH:15]=[CH:14][C:3]=1[O:4][C:5]1[C:11]([CH3:12])=[CH:10][C:8]([NH2:9])=[CH:7][C:6]=1[CH3:13].C1C=CC=CC=1.[Cl:25]N1C(=O)CCC1=O>C(OCC)(=O)C>[Cl:25][C:10]1[C:11]([CH3:12])=[C:5]([O:4][C:3]2[CH:14]=[CH:15][C:16]([Cl:18])=[CH:17][C:2]=2[Cl:1])[C:6]([CH3:13])=[CH:7][C:8]=1[NH2:9]. Yields the product ClC1=C(N)C=C(C(=C1C)OC1=C(C=C(C=C1)Cl)Cl)C (2-chloro-4-(2,4-dichlorophenoxy)-3,5-dimethylaniline). Run in C(C)(=O)OCC (ethyl acetate). Reaction conditions: time 1 hour. Reactants: ClC1=C(OC2=C(C=C(N)C=C2C)C)C=CC(=C1)Cl (4-(2,4-dichlorophenoxy)-3,5-dimethyl aniline), C1=CC=CC=C1 (benzene), ClN1C(CCC1=O)=O (N-chlorosuccinimide). The reactants are COC(=O)C1=C(C)NC(C)=C(C(=O)O)C1c1cccc([N+](=O)[O-])c1, Cc1ccccc1, C(=NC1CCCCC1)=NC1CCCCC1, OCC=Cc1ccc(Cn2cnnn2)cc1. The product is COC(=O)C1=C(C)NC(C)=C(C(=O)OCC=Cc2ccc(Cn3cnnn3)cc2)C1c1cccc([N+](=O)[O-])c1. Reaction SMILES: [CH3:1][C:2]1=[C:7]([C:8](=[O:9])[OH:10])[CH:6]([c:11]2[cH:12][c:13]([N+:17](=[O:18])[O-:19])[cH:14][cH:15][cH:16]2)[C:5]([C:20](=[O:21])[O:22][CH3:23])=[C:4]([CH3:24])[NH:3]1.[CH3:56][c:57]1[cH:58][cH:59][cH:60][cH:61][cH:62]1.[CH:41]1([N:42]=[C:43]=[N:44][CH:45]2[CH2:46][CH2:47][CH2:48][CH2:49][CH2:50]2)[CH2:51][CH2:52][CH2:53][CH2:54][CH2:55]1.[n:25]1([CH2:30][c:31]2[cH:32][cH:33][c:34]([CH:37]=[CH:38][CH2:39][OH:40])[cH:35][cH:36]2)[n:26][n:27][n:28][cH:29]1>>[CH3:1][C:2]1=[C:7]([C:8](=[O:9])[O:40][CH2:39][CH:38]=[CH:37][c:34]2[cH:33][cH:32][c:31]([CH2:30][n:25]3[n:26][n:27][n:28][cH:29]3)[cH:36][cH:35]2)[CH:6]([c:11]2[cH:12][c:13]([N+:17](=[O:18])[O-:19])[cH:14][cH:15][cH:16]2)[C:5]([C:20](=[O:21])[O:22][CH3:23])=[C:4]([CH3:24])[NH:3]1. The reactants are C(C)(=O)OCC (ethyl acetate), [Si](C1=CC=CC=C1)(C1=CC=CC=C1)(C(C)(C)C)OC1=C2CCC(=CC2=CC=C1)CO (5-t-butyldiphenylsilyloxy-2-hydroxymethyl-3,4-dihydronaphthalene), C(C)[Zn]CC (diethylzinc), ICI (diiodomethane). The solvent is O (water), C1=CC=CC=C1 (benzene). Run at time 4 hour. The product is [Si](C1=CC=CC=C1)(C1=CC=CC=C1)(C(C)(C)C)OC1=C2CCC3(C(C2=CC=C1)C3)CO (5-t-butyldiphenylsilyloxy-1,2-methylene-2-hydroxymethyl-1,2,3,4-tetrahydronaphthalene). Reaction SMILES: [Si:1]([O:18][C:19]1[CH:28]=[CH:27][CH:26]=[C:25]2[C:20]=1[CH2:21][CH2:22][C:23]([CH2:29][OH:30])=[CH:24]2)([C:14]([CH3:17])([CH3:16])[CH3:15])([C:8]1[CH:13]=[CH:12][CH:11]=[CH:10][CH:9]=1)[C:2]1[CH:7]=[CH:6][CH:5]=[CH:4][CH:3]=1.[CH2:31]([Zn]CC)C.ICI.C(OCC)(=O)C>C1C=CC=CC=1.O>[Si:1]([O:18][C:19]1[CH:28]=[CH:27][CH:26]=[C:25]2[C:20]=1[CH2:21][CH2:22][C:23]1([CH2:29][OH:30])[CH2:31][CH:24]12)([C:14]([CH3:15])([CH3:16])[CH3:17])([C:8]1[CH:13]=[CH:12][CH:11]=[CH:10][CH:9]=1)[C:2]1[CH:7]=[CH:6][CH:5]=[CH:4][CH:3]=1. Procedure: To a solution of 5-t-butyldiphenylsilyloxy-2-hydroxymethyl-3,4-dihydronaphthalene (1.0 g) in benzene (10 ml) were added diethylzinc (7.2 ml, 1M solution in hexane) and diiodomethane (1.2 ml) at 0° C. under N2. After being stirred for 4 hours at room temperature, the solution was poured into a mixture of ethyl acetate and water. The organic layer was washed with 1N-HCl solution, sat. NaHCO3, and brine, dried over MgSO4, and evaporated in vacuo. The residue was purified by chromatography on silica... The reactants are CC(=O)O, O=C(OO)c1cccc(Cl)c1, O, N#CC(CCN1CCC(C(=O)O)(c2ccccc2)CC1)(c1ccccc1)c1ccccc1. The product is N#CC(CC[N+]1([O-])CCC(C(=O)O)(c2ccccc2)CC1)(c1ccccc1)c1ccccc1. As a reaction SMILES: [CH3:33][C:34]([OH:35])=[O:36].[Cl:37][c:38]1[cH:39][cH:40][cH:41][c:42]([C:43]([O:44][OH:45])=[O:46])[cH:47]1.[OH2:48].[OH:1][C:2](=[O:3])[C:4]1([c:27]2[cH:28][cH:29][cH:30][cH:31][cH:32]2)[CH2:5][CH2:6][N:7]([CH2:10][CH2:11][C:12]([C:13]#[N:14])([c:15]2[cH:16][cH:17][cH:18][cH:19][cH:20]2)[c:21]2[cH:22][cH:23][cH:24][cH:25][cH:26]2)[CH2:8][CH2:9]1>>[OH:1][C:2](=[O:3])[C:4]1([c:27]2[cH:28][cH:29][cH:30][cH:31][cH:32]2)[CH2:5][CH2:6][N+:7]([CH2:10][CH2:11][C:12]([C:13]#[N:14])([c:15]2[cH:16][cH:17][cH:18][cH:19][cH:20]2)[c:21]2[cH:22][cH:23][cH:24][cH:25][cH:26]2)([O-:35])[CH2:8][CH2:9]1. The reactants are Fc1cc(Br)cc(Br)c1, O=C([O-])[O-], CC(N)=O, [Cs+], [Cs+], O=C(C=Cc1ccccc1)C=Cc1ccccc1, O=C(C=Cc1ccccc1)C=Cc1ccccc1, O=C(C=Cc1ccccc1)C=Cc1ccccc1, C1COCCO1, [Pd], [Pd]. Product: CC(=O)Nc1cc(F)cc(Br)c1. Reaction SMILES: [Br:11][c:12]1[cH:13][c:14]([Br:19])[cH:15][c:16]([F:18])[cH:17]1.[C:1](=[O:2])([O-:3])[O-:4].[CH3:7][C:8]([NH2:9])=[O:10].[Cs+:5].[Cs+:6].[O:22]=[C:23]([CH:24]=[CH:25][c:26]1[cH:27][cH:28][cH:29][cH:30][cH:31]1)[CH:32]=[CH:33][c:34]1[cH:35][cH:36][cH:37][cH:38][cH:39]1.[O:40]=[C:41]([CH:42]=[CH:43][c:44]1[cH:45][cH:46][cH:47][cH:48][cH:49]1)[CH:50]=[CH:51][c:52]1[cH:53][cH:54][cH:55][cH:56][cH:57]1.[O:58]=[C:59]([CH:60]=[CH:61][c:62]1[cH:63][cH:64][cH:65][cH:66][cH:67]1)[CH:68]=[CH:69][c:70]1[cH:71][cH:72][cH:73][cH:74][cH:75]1.[O:76]1[CH2:77][CH2:78][O:79][CH2:80][CH2:81]1.[Pd:20].[Pd:21]>>[CH3:7][C:8]([NH:9][c:14]1[cH:13][c:12]([Br:11])[cH:17][c:16]([F:18])[cH:15]1)=[O:10].